This data is from the Open Reaction Database (ORD), a public repository of structured organic reaction records. The task is: describe an organic reaction: reactants, conditions, products, and yield Starting materials: CCCCCCC(C)CCCBr, [Na+], [OH-], O, CCCCCCCCc1ccc(-c2ccc(O)cc2)nc1. The product is CCCCCCCCc1ccc(-c2ccc(OCCCC(C)CCCCCC)cc2)nc1. RXN SMILES: [Br:24][CH2:25][CH2:26][CH2:27][CH:28]([CH2:29][CH2:30][CH2:31][CH2:32][CH2:33][CH3:34])[CH3:35].[Na+:2].[OH-:1].[OH2:36].[OH:3][c:4]1[cH:5][cH:6][c:7](-[c:10]2[n:11][cH:12][c:13]([CH2:16][CH2:17][CH2:18][CH2:19][CH2:20][CH2:21][CH2:22][CH3:23])[cH:14][cH:15]2)[cH:8][cH:9]1>>[O:3]([c:4]1[cH:5][cH:6][c:7](-[c:10]2[n:11][cH:12][c:13]([CH2:16][CH2:17][CH2:18][CH2:19][CH2:20][CH2:21][CH2:22][CH3:23])[cH:14][cH:15]2)[cH:8][cH:9]1)[CH2:25][CH2:26][CH2:27][CH:28]([CH2:29][CH2:30][CH2:31][CH2:32][CH2:33][CH3:34])[CH3:35]. Reactants: CO, Cl, C=COCCONC(=O)CC1NC(=O)N(C(c2ncc(-c3ccc(I)cc3)[nH]2)C(C)c2ccccc2)C1=O, [Na+], [Na+], O=C([O-])[O-]. The product is CC(c1ccccc1)C(c1ncc(-c2ccc(I)cc2)[nH]1)N1C(=O)NC(CC(=O)NOCCO)C1=O. Reaction SMILES: [CH3:46][OH:47].[ClH:39].[I:1][c:2]1[cH:3][cH:4][c:5](-[c:8]2[cH:9][n:10][c:11]([CH:13]([CH:14]([CH3:15])[c:16]3[cH:17][cH:18][cH:19][cH:20][cH:21]3)[N:22]3[C:23](=[O:38])[NH:24][CH:25]([CH2:28][C:29](=[O:30])[NH:31][O:32][CH2:33][CH2:34][O:35][CH:36]=[CH2:37])[C:26]3=[O:27])[nH:12]2)[cH:6][cH:7]1.[Na+:40].[Na+:41].[O-:42][C:43](=[O:44])[O-:45]>>[I:1][c:2]1[cH:3][cH:4][c:5](-[c:8]2[cH:9][n:10][c:11]([CH:13]([CH:14]([CH3:15])[c:16]3[cH:17][cH:18][cH:19][cH:20][cH:21]3)[N:22]3[C:23](=[O:38])[NH:24][CH:25]([CH2:28][C:29](=[O:30])[NH:31][O:32][CH2:33][CH2:34][OH:35])[C:26]3=[O:27])[nH:12]2)[cH:6][cH:7]1. The reactants are C1CCOC1, COc1cc2c(cc1OC)CCN(C(=O)CCN(C)CC1Cc3cc(OC)c(OC)cc31)CC2, CNCC1Cc2cc(OC)c(OC)cc21, COc1cc2c(cc1OC)C(CN)C2, Cl, C1COCCO1. The product is COc1cc2c(cc1OC)CCN(C(=O)CCNCC1Cc3cc(OC)c(OC)cc31)CC2, Cl. RXN SMILES: [CH2:65]1[O:66][CH2:67][CH2:68][CH2:69]1.[CH3:2][O:3][c:4]1[cH:5][c:6]2[c:9]([cH:10][c:11]1[O:12][CH3:13])[CH:8]([CH2:14][N:15]([CH2:16][CH2:17][C:18](=[O:19])[N:20]1[CH2:21][CH2:22][c:23]3[c:24]([cH:27][c:28]([O:33][CH3:34])[c:29]([O:31][CH3:32])[cH:30]3)[CH2:25][CH2:26]1)[CH3:35])[CH2:7]2.[CH3:36][O:37][c:38]1[cH:39][c:40]2[c:41]([cH:42][c:43]1[O:44][CH3:45])[CH:46]([CH2:47][NH:48][CH3:49])[CH2:50]2.[CH3:51][O:52][c:53]1[cH:54][c:55]2[c:56]([cH:57][c:58]1[O:59][CH3:60])[CH:61]([CH2:62][NH2:63])[CH2:64]2.[ClH:1].[O:70]1[CH2:71][CH2:72][O:73][CH2:74][CH2:75]1>>[CH3:2][O:3][c:4]1[cH:5][c:6]2[c:9]([cH:10][c:11]1[O:12][CH3:13])[CH:8]([CH2:14][NH:15][CH2:16][CH2:17][C:18](=[O:19])[N:20]1[CH2:21][CH2:22][c:23]3[c:24]([cH:27][c:28]([O:33][CH3:34])[c:29]([O:31][CH3:32])[cH:30]3)[CH2:25][CH2:26]1)[CH2:7]2.[ClH:1]. The reactants are CC(C1=C(C(=CC=C1)NC(=O)C)CO)(C)O (α,α-dimethyl-2-hydroxymethyl-3-acetaminobenzyl alcohol). Reagents/catalysts: [O-2].[O-2].[Mn+4] (manganese dioxide). Solvent: C(Cl)(Cl)Cl (chloroform). The product is CC1(OC(=O)C2=C(C=CC=C12)NC(=O)C)C (3,3-dimethyl-7-acetaminophthalide). The yield is 62.2%. As a reaction SMILES: [CH3:1][C:2]([OH:16])([CH3:15])[C:3]1[CH:8]=[CH:7][CH:6]=[C:5]([NH:9][C:10]([CH3:12])=[O:11])[C:4]=1[CH2:13][OH:14]>C(Cl)(Cl)Cl.[O-2].[O-2].[Mn+4]>[CH3:15][C:2]1([CH3:1])[C:3]2[C:4](=[C:5]([NH:9][C:10]([CH3:12])=[O:11])[CH:6]=[CH:7][CH:8]=2)[C:13](=[O:14])[O:16]1 |f:2.3.4|. Procedure details: To a solution of 7.2 g of α,α-dimethyl-2-hydroxymethyl-3-acetaminobenzyl alcohol in 300 ml of chloroform was added 28 g of activated manganese dioxide and the mixture was allowed to react for 6 hours under refluxing. After the reaction was over, the reaction mixture was left to stand for cooling and filtered on a glass filter having a bed of celite. The residue was washed with 100 ml of chloroform. The filtrate and the washed solution were combined and concentrated to obtain an oily substance. T... Reactants: C(C)OC(=O)C=1NC2=CC=C(C=C2C1OC)Cl (5-chloro-3-methoxy-1H-indole-2-carboxylic acid ethyl ester), BrCC1=CC=CC2=CC=CC=C12 (1-bromomethyl-naphthalene). The product is ClC=1C=C2C(=C(N(C2=CC1)CC1=CC=CC2=CC=CC=C12)C(=O)O)OC (5-Chloro-3-methoxy-1-naphthalen-1-ylmethyl-1H-indole-2-carboxylic acid). RXN SMILES: C([O:3][C:4]([C:6]1[NH:7][C:8]2[C:13]([C:14]=1[O:15][CH3:16])=[CH:12][C:11]([Cl:17])=[CH:10][CH:9]=2)=[O:5])C.Br[CH2:19][C:20]1[C:29]2[C:24](=[CH:25][CH:26]=[CH:27][CH:28]=2)[CH:23]=[CH:22][CH:21]=1>>[Cl:17][C:11]1[CH:12]=[C:13]2[C:8](=[CH:9][CH:10]=1)[N:7]([CH2:19][C:20]1[C:29]3[C:24](=[CH:25][CH:26]=[CH:27][CH:28]=3)[CH:23]=[CH:22][CH:21]=1)[C:6]([C:4]([OH:3])=[O:5])=[C:14]2[O:15][CH3:16]. Reported procedure: Using general procedure B, 5-chloro-3-methoxy-1H-indole-2-carboxylic acid ethyl ester (Lit. 9) was coupled with 1-bromomethyl-naphthalene and the product obtained was hydrolyzed to give the title compound as a white solid. MS: 364.1 ([M−H]−).